The task is: describe an organic reaction: reactants, conditions, products, and yield. This data is from the Open Reaction Database (ORD), a public repository of structured organic reaction records. Starting materials: C(C)(C)(C)OC(=O)N1CC2=CC=C(C=C2C1)C=1SC=CN1 (5-Thiazol-2-yl-1,3-dihydro-isoindole-2-carboxylic acid tert-butyl ester), Cl (hydrochloride). The product is S1C(=NC=C1)C=1C=C2CNCC2=CC1 (5-Thiazol-2-yl-2,3-dihydro-1H-isoindole). Reaction SMILES: C(OC([N:8]1[CH2:16][C:15]2[C:10](=[CH:11][CH:12]=[C:13]([C:17]3[S:18][CH:19]=[CH:20][N:21]=3)[CH:14]=2)[CH2:9]1)=O)(C)(C)C.Cl>>[S:18]1[CH:19]=[CH:20][N:21]=[C:17]1[C:13]1[CH:14]=[C:15]2[C:10](=[CH:11][CH:12]=1)[CH2:9][NH:8][CH2:16]2. Procedure: Prepared in analogy to Example A3(e) from 5-Thiazol-2-yl-1,3-dihydro-isoindole-2-carboxylic acid tert-butyl ester and using trifluoacetic acid instead of hydrochloride acid. Yellow gum. MS (m/e): 202.8 ([M+H]+, 100%) Starting materials: C([O-])([O-])=O.[K+].[K+] (potassium carbonate), OC1=C2C=CC(NC2=C(C=C1)C)=O (5-Hydroxy-8-methylcarbostyril), C(C=C)I (allyl iodide), n-tetrabutylammonium bromide. Run in CN(C=O)C (dimethylformamide). Reaction conditions: temperature 50 celsius, time 2 hour. Product: C(C=C)OC1=C2C=CC(NC2=C(C=C1)C)=O (5-allyloxy-8-methylcarbostyril). Yield: 64.1%. Reaction SMILES: [OH:1][C:2]1[CH:11]=[CH:10][C:9]([CH3:12])=[C:8]2[C:3]=1[CH:4]=[CH:5][C:6](=[O:13])[NH:7]2.[CH2:14](I)[CH:15]=[CH2:16].C(=O)([O-])[O-].[K+].[K+]>CN(C)C=O>[CH2:16]([O:1][C:2]1[CH:11]=[CH:10][C:9]([CH3:12])=[C:8]2[C:3]=1[CH:4]=[CH:5][C:6](=[O:13])[NH:7]2)[CH:15]=[CH2:14] |f:2.3.4|. Reported procedure: 5-Hydroxy-8-methylcarbostyril (6.35 g, 36.3 mmol), allyl iodide (6.07 g, 36.1 mmol), n-tetrabutylammonium bromide (1.16 g, 36.1 mmol) were dissolved in dimethylformamide (108 ml). To the solution, potassium carbonate (10 g, 72.5 mmol) was added, and stirred in a bath of 50° C. for 2 hours. The solvent was evaporated, and the residue, dissolved in chloroform, was washed with water. The washed material was dried and condensed. The resultant residue was purified by silica gel column chromatography ... Starting materials: BrCc1ccccc1, [Na], CN(C)C=O, CCC(O)C(=O)O. As a reaction SMILES: [Br:9][CH2:10][c:11]1[cH:12][cH:13][cH:14][cH:15][cH:16]1.[Na:8].[O:17]=[CH:18][N:19]([CH3:20])[CH3:21].[OH:1][CH:2]([C:3](=[O:4])[OH:5])[CH2:6][CH3:7]>>[OH:1][CH:2]([C:3](=[O:4])[O:5][CH2:10][c:11]1[cH:12][cH:13][cH:14][cH:15][cH:16]1)[CH2:6][CH3:7]. Product: CCC(O)C(=O)OCc1ccccc1. Starting materials: N1CCOCC1 (morpholine), C1(CC1)N1C=C(C(C2=CC(=C(C(=C12)OC)F)F)=O)C(=O)O (1-cyclopropyl-6,7-difluoro-8-methoxy-1,4-dihydro-4-oxoquinoline-3-carboxylic acid). Run in CS(=O)C (dimethyl sulfoxide). Conditions: temperature 70 celsius, time 6 hour. Yields the product C1(CC1)N1C=C(C(C2=CC(=C(C(=C12)OC)N1CCOCC1)F)=O)C(=O)O (1-cyclopropyl-6-fluoro-8-methoxy-7-morpholino-1,4-dihydro-4-oxoquinoline-3-carboxylic acid). Isolated yield 59.8%. Reaction SMILES: [NH:1]1[CH2:6][CH2:5][O:4][CH2:3][CH2:2]1.[CH:7]1([N:10]2[C:19]3[C:14](=[CH:15][C:16]([F:23])=[C:17](F)[C:18]=3[O:20][CH3:21])[C:13](=[O:24])[C:12]([C:25]([OH:27])=[O:26])=[CH:11]2)[CH2:9][CH2:8]1>CS(C)=O>[CH:7]1([N:10]2[C:19]3[C:14](=[CH:15][C:16]([F:23])=[C:17]([N:1]4[CH2:6][CH2:5][O:4][CH2:3][CH2:2]4)[C:18]=3[O:20][CH3:21])[C:13](=[O:24])[C:12]([C:25]([OH:27])=[O:26])=[CH:11]2)[CH2:8][CH2:9]1. Reported procedure: 1.2 g (0.012 mole) of morpholine was added to a solution of 0.9 g (0.003 mole) of 1-cyclopropyl-6,7-difluoro-8-methoxy-1,4-dihydro-4-oxoquinoline-3-carboxylic acid (IIc) (prepared as described in Preparation 6) in 5 ml of dimethyl sulfoxide, and the mixture was stirred at 70° C. for 6 hours. At the end of this time, the solvent and the excess morpholine were removed at the same temperature by evaporation under reduced pressure. The residue was washed with ethyl acetate and then subjected to sili...